The task is: describe an organic reaction: reactants, conditions, products, and yield. This data is from the Open Reaction Database (ORD), a public repository of structured organic reaction records. Reactants: C([O-])(O)=O.[Na+] (sodium bicarbonate), C(C)#N (acetonitrile), sodium carboxylates, C(C1=CC=CC=C1)(=O)OC(C)OC(=O)NC[C@@H]1CC[C@H](CC1)C(=O)O (trans-4-{[1-(Benzoyloxy)ethoxycarbonyl]aminomethyl}-Cyclohexanecarboxylic Acid), acyloxyalkyl carbamates, C1[C@@H](CC[C@H](C1)C(=O)O)CN (tranexamic acid). Solvent: mixture, O (water). Yields the product C(C1=CC=CC=C1)(=O)OC(C)OC(=O)NC[C@@H]1CC[C@H](CC1)C(=O)[O-].[Na+] (Sodium trans-4-{[1-(Benzoyloxy)ethoxycarbonyl]aminomethyl}-Cyclohexanecarboxylate). As a reaction SMILES: C1C[C@H](C(O)=O)CC[C@H]1CN.[C:12]([O:20][CH:21]([O:23][C:24]([NH:26][CH2:27][C@H:28]1[CH2:33][CH2:32][C@H:31]([C:34]([OH:36])=[O:35])[CH2:30][CH2:29]1)=[O:25])[CH3:22])(=[O:19])[C:13]1[CH:18]=[CH:17][CH:16]=[CH:15][CH:14]=1.C(=O)(O)[O-].[Na+:41].C(#N)C>O>[C:12]([O:20][CH:21]([O:23][C:24]([NH:26][CH2:27][C@H:28]1[CH2:29][CH2:30][C@H:31]([C:34]([O-:36])=[O:35])[CH2:32][CH2:33]1)=[O:25])[CH3:22])(=[O:19])[C:13]1[CH:14]=[CH:15][CH:16]=[CH:17][CH:18]=1.[Na+:41] |f:2.3,6.7|. Procedure details: Following the general nucleophilic carbamoylation procedure for the formation of the corresponding sodium carboxylates of acyloxyalkyl carbamates of tranexamic acid, 2.096 g (6.0 mmol) of trans-4-{[1-(benzoyloxy)ethoxycarbonyl]aminomethyl}-cyclohexanecarboxylic acid 23 was reacted with 504.1 mg (6.0 mmol) of sodium bicarbonate (NaHCO3) in 20 mL of a mixture of acetonitrile and water (1:1) to yield 2.23 g (quant.) of the title compound 24 as a colorless powder. 1H NMR (400 MHz, DMSO-d6): δ=0.72-0...